Dataset: the Open Reaction Database (ORD), a public repository of structured organic reaction records. Task: describe an organic reaction: reactants, conditions, products, and yield The reactants are BrCC1=NC2=CC=CC(=C2C=C1)[N+](=O)[O-] (2-bromomethyl-5-nitroquinoline), N1CCOCC1 (morpholine), C([O-])([O-])=O.[K+].[K+] (potassium carbonate). Solvent: C1(=CC=CC=C1)C (toluene). Yields the product N1(CCOCC1)CC1=NC2=CC=CC(=C2C=C1)[N+](=O)[O-] (2-(Morpholin-4-ylmethyl)-5-nitroquinoline). As a reaction SMILES: Br[CH2:2][C:3]1[CH:12]=[CH:11][C:10]2[C:5](=[CH:6][CH:7]=[CH:8][C:9]=2[N+:13]([O-:15])=[O:14])[N:4]=1.[NH:16]1[CH2:21][CH2:20][O:19][CH2:18][CH2:17]1.C(=O)([O-])[O-].[K+].[K+]>C1(C)C=CC=CC=1>[N:16]1([CH2:2][C:3]2[CH:12]=[CH:11][C:10]3[C:5](=[CH:6][CH:7]=[CH:8][C:9]=3[N+:13]([O-:15])=[O:14])[N:4]=2)[CH2:21][CH2:20][O:19][CH2:18][CH2:17]1 |f:2.3.4|. Reported procedure: 460 mg (1.72 mmol) of 2-bromomethyl-5-nitroquinoline and 0.54 ml (6.2 mmol) of morpholine are dissolved in 150 ml of toluene. After 1.07 g (7.74 mmol) of potassium carbonate is added, the reaction mixture is allowed to reflux for 2 hours. Potassium carbonate is filtered off, and the filtrate is concentrated by evaporation. After purification on silica gel with hexane-ethyl acetate (0-100%), 190 mg (40% of theory) of the product is obtained. The reactants are NC=1C=NC2=CC=CC=C2C1NC (3-amino-4(methylamino)quinoline), hydrochloride salt, C(C(C)C)(=O)O (isobutyric acid). Product: C(C)(C)C=1N(C2=C(C=NC=3C=CC=CC23)N1)C (2-isopropyl-1-methyl-1H-imidazo[4,5-c]quinoline). As a reaction SMILES: [NH2:1][C:2]1[CH:3]=[N:4][C:5]2[C:10]([C:11]=1[NH:12][CH3:13])=[CH:9][CH:8]=[CH:7][CH:6]=2.[C:14](O)(=O)[CH:15]([CH3:17])[CH3:16]>>[CH:15]([C:14]1[N:12]([CH3:13])[C:11]2[C:10]3[CH:9]=[CH:8][CH:7]=[CH:6][C:5]=3[N:4]=[CH:3][C:2]=2[N:1]=1)([CH3:17])[CH3:16]. Procedure details: Using the method of Example 147, 3-amino-4(methylamino)quinoline (the hydrochloride salt of which having been obtained in Exmple 27) was reacted with isobutyric acid to provide 2-isopropyl-1-methyl-1H-imidazo[4,5-c]quinoline. The crude product was dissolved in ethyl acetate and an excess of concentrated hydrochloric acid was added. The precipitate was separated by filtration and recrystallized from ethanol to provide 2-isopropyl-1-methyl-1H-imidazo[4,5-c]quinoline hydrochloride, m.p. 260°-263° C... Starting materials: C1(CCCCCC1)=O (cycloheptanone), C(C)(=O)O[BH-](OC(C)=O)OC(C)=O.[Na+] (sodium triacetoxyborohydride), N1CCC2(CC1)C1=C(NC(O2)=O)C=CC=C1 (spiro[benzo[d][1,3]oxazine-4,4′-piperidin]-2(1H)-one), C(C)(=O)O (acetic acid). The solvent is ClCCCl (1,2-dichloroethane), ClCCl (dichloromethane). Run at time 90 hour. The product is C1(CCCCCC1)N1CCC2(CC1)C1=C(NC(O2)=O)C=CC=C1 (1′-cycloheptylspiro[benzo[d][1,3]oxazine-4,4′-piperidin]-2(1H)-one). Reaction SMILES: [NH:1]1[CH2:6][CH2:5][C:4]2([O:11][C:10](=[O:12])[NH:9][C:8]3[CH:13]=[CH:14][CH:15]=[CH:16][C:7]2=3)[CH2:3][CH2:2]1.[C:17]1(=O)[CH2:23][CH2:22][CH2:21][CH2:20][CH2:19][CH2:18]1.C(O)(=O)C.C(O[BH-](OC(=O)C)OC(=O)C)(=O)C.[Na+]>ClCCCl.ClCCl>[CH:17]1([N:1]2[CH2:2][CH2:3][C:4]3([O:11][C:10](=[O:12])[NH:9][C:8]4[CH:13]=[CH:14][CH:15]=[CH:16][C:7]3=4)[CH2:5][CH2:6]2)[CH2:23][CH2:22][CH2:21][CH2:20][CH2:19][CH2:18]1 |f:3.4|. Reported procedure: Spiro[4H-3,1-benzoxazine-4,4′-piperidin]-2(1H)-one (A4) (353 mg, 1.62 mmol) was dissolved in anhydrous 1,2-dichloroethane (10 mL) and treated with cycloheptanone (iiia) (273 mg, 2.43 mmol), followed by glacial acetic acid (195 mg, 3.24 mmol) and sodium triacetoxyborohydride (687 mg, 3.24 mmol). The reaction was stirred at room temperature under nitrogen for 90 hours. The reaction was diluted with dichloromethane (50 mL), quenched with 1.0 N NaOH (20 mL), and stirred vigorously at room temperatur... Reactants: CC1C(=CC2=C(C=CC=C12)C)C(=O)O (1,4-Dimethyl-indene-2-carboxylic acid). Reagents/catalysts: [Pd] (palladium on carbon). Run in C(C)O.O (ethanol water). Yields the product C[C@H]1[C@H](CC2=C(C=CC=C12)C)C(=O)O (cis-2,3-Dihydro-1,4-dimethyl-1H-indene-2-carboxylic acid). RXN SMILES: [CH3:1][CH:2]1[C:10]2[C:5](=[C:6]([CH3:11])[CH:7]=[CH:8][CH:9]=2)[CH:4]=[C:3]1[C:12]([OH:14])=[O:13]>C(O)C.O.[Pd]>[CH3:1][C@@H:2]1[C:10]2[C:5](=[C:6]([CH3:11])[CH:7]=[CH:8][CH:9]=2)[CH2:4][C@@H:3]1[C:12]([OH:14])=[O:13] |f:1.2|. Procedure details: 1,4-Dimethyl-indene-2-carboxylic acid (35.5 g) is hydrogenated in ethanol-water (700 ml-70 ml) over 10% palladium on carbon at ambient temperature. After filtration ethanol is evaporated. Water is added and the precipitated cis-2,3-dihydro-1,4-dimethyl-1H-indene-2-carboxylic acid is filrated. Yield 33.3 g, 93% M.p. 132°-135° C. Reactants: CCCCCCCCCCCCCCc1cccc(OCC(O)CO)c1, COc1ccc(C(Cl)(c2ccccc2)c2ccccc2)cc1, C1CCOC1, c1ccncc1. The product is CCCCCCCCCCCCCCc1cccc(OCC(O)COC(c2ccccc2)(c2ccccc2)c2ccc(OC)cc2)c1. RXN SMILES: [CH2:23]([CH2:24][CH2:25][CH2:26][CH2:27][CH2:28][CH2:29][CH2:30][CH2:31][CH2:32][CH2:33][CH2:34][CH2:35][CH3:36])[c:37]1[cH:38][c:39]([O:40][CH2:41][CH:42]([CH2:43][OH:44])[OH:45])[cH:46][cH:47][cH:48]1.[CH3:1][O:2][c:3]1[cH:4][cH:5][c:6]([C:7]([c:8]2[cH:9][cH:10][cH:11][cH:12][cH:13]2)([c:14]2[cH:15][cH:16][cH:17][cH:18][cH:19]2)[Cl:20])[cH:21][cH:22]1.[O:49]1[CH2:50][CH2:51][CH2:52][CH2:53]1.[cH:54]1[cH:55][cH:56][n:57][cH:58][cH:59]1>>[CH3:1][O:2][c:3]1[cH:4][cH:5][c:6]([C:7]([c:8]2[cH:9][cH:10][cH:11][cH:12][cH:13]2)([c:14]2[cH:15][cH:16][cH:17][cH:18][cH:19]2)[O:44][CH2:43][CH:42]([CH2:41][O:40][c:39]2[cH:38][c:37]([CH2:23][CH2:24][CH2:25][CH2:26][CH2:27][CH2:28][CH2:29][CH2:30][CH2:31][CH2:32][CH2:33][CH2:34][CH2:35][CH3:36])[cH:48][cH:47][cH:46]2)[OH:45])[cH:21][cH:22]1. Reactants: C1CCC2=NCCCN2CC1, COc1ccc(C=CC=O)cc1, ClCCl, O=Nc1ccccc1. The product is COc1ccc(C=CC(=O)N(O)c2ccccc2)cc1. Reaction SMILES: [CH2:1]1[CH2:2][CH2:3][C:4]2=[N:9][CH2:8][CH2:7][CH2:6][N:5]2[CH2:10][CH2:11]1.[CH3:12][O:13][c:14]1[cH:15][cH:16][c:17]([CH:18]=[CH:19][CH:20]=[O:21])[cH:22][cH:23]1.[Cl:32][CH2:33][Cl:34].[O:24]=[N:25][c:26]1[cH:27][cH:28][cH:29][cH:30][cH:31]1>>[CH3:12][O:13][c:14]1[cH:15][cH:16][c:17]([CH:18]=[CH:19][C:20](=[O:21])[N:25]([OH:24])[c:26]2[cH:27][cH:28][cH:29][cH:30][cH:31]2)[cH:22][cH:23]1.